From a dataset of the Open Reaction Database (ORD), a public repository of structured organic reaction records. describe an organic reaction: reactants, conditions, products, and yield Product: C(C)(C)N(C(C)C)P1OCCS1 (N,N-Diisopropylamino-1,3,2-Oxathiaphospholane). Reaction SMILES: Cl[P:2]1[S:6][CH2:5][CH2:4][O:3]1.[CH:7]([NH:10][CH:11]([CH3:13])[CH3:12])([CH3:9])[CH3:8]>CCCCC>[CH:7]([N:10]([P:2]1[S:6][CH2:5][CH2:4][O:3]1)[CH:11]([CH3:13])[CH3:12])([CH3:9])[CH3:8]. Reaction conditions: time 30 minute. Reactants: ClP1OCCS1 (2-Chloro-1,3,2-Oxathiaphospholane), C(C)(C)NC(C)C (diisopropylamine). Procedure: Compound 1 (0.2 mol) is dissolved in n-pentane (300 mL) and diisopropylamine (0.4 mol) is added dropwise. The reaction mixture is stirred at room temperature for 30 minutes, after which dhisopropylamine hydrochloride is filtered off, solvent is evaporated under reduced pressure and crude product is purified by vacuum distillation. Product 2 is obtained as the fraction boiling at 70° C./0.1 mm Hg and is characterized by 31P NMR arid mass spectroscopy. Run in CCCCC (n-pentane).